From a dataset of the Open Reaction Database (ORD), a public repository of structured organic reaction records. describe an organic reaction: reactants, conditions, products, and yield Starting materials: CCO, CN1C(=O)C2(CC2)CN(C2CCCC2)c2nc(Cl)ncc21, Cl, Nc1ccc(C(=O)O)cc1, O. The product is CN1C(=O)C2(CC2)CN(C2CCCC2)c2nc(Nc3ccc(C(=O)O)cc3)ncc21. As a reaction SMILES: [CH3:32][CH2:33][OH:34].[Cl:1][c:2]1[n:3][cH:4][c:5]2[c:6]([n:21]1)[N:7]([CH:16]1[CH2:17][CH2:18][CH2:19][CH2:20]1)[CH2:8][C:9]1([C:10](=[O:13])[N:11]2[CH3:12])[CH2:14][CH2:15]1.[ClH:35].[NH2:22][c:23]1[cH:24][cH:25][c:26]([C:27](=[O:28])[OH:29])[cH:30][cH:31]1.[OH2:36]>>[c:2]1([NH:22][c:23]2[cH:24][cH:25][c:26]([C:27](=[O:28])[OH:29])[cH:30][cH:31]2)[n:3][cH:4][c:5]2[c:6]([n:21]1)[N:7]([CH:16]1[CH2:17][CH2:18][CH2:19][CH2:20]1)[CH2:8][C:9]1([C:10](=[O:13])[N:11]2[CH3:12])[CH2:14][CH2:15]1.